Task: describe an organic reaction: reactants, conditions, products, and yield. Dataset: the Open Reaction Database (ORD), a public repository of structured organic reaction records Reactants: O=C([O-])[O-], CN(C)C=O, FC(F)(F)c1ccc(Cl)nc1, [K+], [K+], OCc1cccc(O)c1. Product: OCc1cccc(Oc2ccc(C(F)(F)F)cn2)c1. RXN SMILES: [C:21](=[O:22])([O-:23])[O-:24].[CH3:27][N:28]([CH3:29])[CH:30]=[O:31].[Cl:10][c:11]1[n:12][cH:13][c:14]([C:17]([F:18])([F:19])[F:20])[cH:15][cH:16]1.[K+:25].[K+:26].[OH:1][CH2:2][c:3]1[cH:4][c:5]([OH:9])[cH:6][cH:7][cH:8]1>>[OH:1][CH2:2][c:3]1[cH:4][c:5]([O:9][c:11]2[n:12][cH:13][c:14]([C:17]([F:18])([F:19])[F:20])[cH:15][cH:16]2)[cH:6][cH:7][cH:8]1. Starting materials: COC(=O)C1CC(O[Si](C)(C)C(C)(C)C)CN1C(=O)OC(C)(C)C, CO, Cl, [Li+], [OH-]. Yields the product CC(C)(C)OC(=O)N1CC(O[Si](C)(C)C(C)(C)C)CC1C(=O)O. As a reaction SMILES: [CH3:1][O:2][C:3]([CH:4]1[N:5]([C:17](=[O:18])[O:19][C:20]([CH3:21])([CH3:22])[CH3:23])[CH2:6][CH:7]([O:9][Si:10]([CH3:11])([CH3:12])[C:13]([CH3:14])([CH3:15])[CH3:16])[CH2:8]1)=[O:24].[CH3:28][OH:29].[ClH:27].[Li+:26].[OH-:25]>>[O:2]=[C:3]([CH:4]1[N:5]([C:17](=[O:18])[O:19][C:20]([CH3:21])([CH3:22])[CH3:23])[CH2:6][CH:7]([O:9][Si:10]([CH3:11])([CH3:12])[C:13]([CH3:14])([CH3:15])[CH3:16])[CH2:8]1)[OH:24]. Starting materials: C(N)(=O)COC1=C(C=CC=C1)[N+](=O)[O-] (2-(carbamoylmethoxy)nitrobenzene). The reagents and catalysts are [Pd] (palladium-on-charcoal). Run in O1CCCC1 (tetrahydrofuran). Yields the product C(N)(=O)COC1=C(N)C=CC=C1 (2-(Carbamoylmethoxy)aniline). As a reaction SMILES: [C:1]([CH2:4][O:5][C:6]1[CH:11]=[CH:10][CH:9]=[CH:8][C:7]=1[N+:12]([O-])=O)(=[O:3])[NH2:2]>O1CCCC1.[Pd]>[C:1]([CH2:4][O:5][C:6]1[CH:11]=[CH:10][CH:9]=[CH:8][C:7]=1[NH2:12])(=[O:3])[NH2:2]. Reported procedure: 2.0 g of 2-(carbamoylmethoxy)nitrobenzene are hydrogenated in the presence of 100 mg of palladium-on-charcoal (10% of Pd) in 50 ml of tetrahydrofuran at room temperature under normal pressure for 2 h. The reaction mixture is filtered over Hyflo® and concentrated. 2-(Carbamoylmethoxy)aniline is obtained as white crystals: mp 117° C.; Rf (O)=0.36; FAB-MS: (M+H)+ =167; anal. calc. for C8H10N2O2 : C57.82%, H6.07%, N16.86%; found C57.71%, H6.04%, N16.87%. The reactants are C(C)(C)(C)OC(=O)N1C[C@H]([C@@H](CC1)CN=[N+]=[N-])O ((±)-trans-4-azidomethyl-3-hydroxy-piperidine-1-carboxylic acid tert-butyl ester), COCCN(CCOC)S(F)(F)F (bis-(2-methoxyethy)aminosulfur trifluoride), C([O-])(O)=O.[Na+] (sodium bicarbonate). Run in ClCCl (dichloromethane). Yields the product C(C)(C)(C)OC(=O)N1C[C@H]([C@H](CC1)CN=[N+]=[N-])F ((±)-cis-4-azidomethyl-3-fluoro-piperidine-1-carboxylic acid tert-butyl ester). Reaction SMILES: [C:1]([O:5][C:6]([N:8]1[CH2:13][CH2:12][C@@H:11]([CH2:14][N:15]=[N+:16]=[N-:17])[C@H:10](O)[CH2:9]1)=[O:7])([CH3:4])([CH3:3])[CH3:2].COCCN(S(F)(F)[F:29])CCOC.C(=O)(O)[O-].[Na+]>ClCCl>[C:1]([O:5][C:6]([N:8]1[CH2:13][CH2:12][C@H:11]([CH2:14][N:15]=[N+:16]=[N-:17])[C@H:10]([F:29])[CH2:9]1)=[O:7])([CH3:4])([CH3:3])[CH3:2] |f:2.3|. Reported procedure: To a stirred solution of (±)-trans-4-azidomethyl-3-hydroxy-piperidine-1-carboxylic acid tert-butyl ester (1.35 mmol, 350 mg) in dichloromethane (6 mL) was added bis-(2-methoxyethy)aminosulfur trifluoride (1.62 mmol, 358 mg) at −40° C. After stirring the reaction at −40° C. for 3 h, saturated sodium bicarbonate solution (6 mL) was added, and the product was extracted with dichloromethane (6 mL). The organic layer was dried over sodium sulfate and concentrated. The crude product was purified using... Starting materials: C1CCC(=C(CNCC2=CC=C(C=C2)F)F)CC1 (9.8g), product, C(#N)C=1C=C(C=CC1)N=[N+]=[N-] (3-cyanophenylazide), F (hydrogen fluoride). Run in CCCCCC (hexane), CCCCCC (hexane), CCOCC (ether), CCOCC (ether), CCCCCC (hexane). Reaction conditions: temperature 0 celsius. Yields the product C(#N)C=1C=C(N)C=CC1F (3-cyano-4-fluoroaniline). RXN SMILES: C1CCC(=C(F)CNCC2C=CC([F:15])=CC=2)CC1.[C:19]([C:21]1[CH:22]=[C:23]([N:27]=[N+]=[N-])[CH:24]=[CH:25][CH:26]=1)#[N:20].F>CCCCCC.CCOCC>[C:19]([C:21]1[CH:22]=[C:23]([CH:24]=[CH:25][C:26]=1[F:15])[NH2:27])#[N:20]. Procedure details: A 50 ml. ether and hexane solution of 9.8g. of 3-cyanophenylazide prepared in Step A above was charged to a rocker bomb and the ether and hexane were blown down under nitrogen. Then, 100 ml. of hexane was introduced, followed by 20 ml. of concentrated hydrogen fluoride, after which the bomb was shaken at room temperature for 10 hours. The reaction mixture was cooled, vented, and poured from the bomb, and the bomb rinsed with 40 ml. of water and 40 ml. of dichloromethane. The combined hexane, dic... Reactants: C(C)C(CC)(C1=CC(=C(C=C1)B1OC(C(O1)(C)C)(C)C)C)C1=CC(=C(C=C1)C#CC1(CCCCCC1)O)C (1-(4-{1-ethyl-1-[3-methyl-4-(4,4,5,5-tetramethyl-[1,3,2]dioxaborolan-2-yl)-phenyl]-propyl}-2-methyl-phenylethynyl)-cycloheptanol), N1=CC=CC=C1 (pyridine), C[Si](C)(C)OS(=O)(=O)C(F)(F)F (Trifluoromethanesulfonic acid trimethylsilyl ester), [Cl-].[NH4+] (ammonium chloride). Run in ClCCl (dichloromethane). Reaction conditions: time 90 minute. Yields the product C(C)C(CC)(C1=CC(=C(C=C1)C#CC1(CCCCCC1)O[Si](C)(C)C)C)C1=CC(=C(C=C1)B1OC(C(O1)(C)C)(C)C)C (2-(4-{1-ethyl-1-[3-methyl-4-(1-trimethylsilanyloxy-cycloheptylethynyl)-phenyl]-propyl}-2-methyl-phenyl)-4,4,5,5-tetramethyl-[1,3,2]dioxaborolane). Yield: 30.3%. RXN SMILES: [CH3:1][Si:2]([O:5]S(C(F)(F)F)(=O)=O)([CH3:4])[CH3:3].[CH2:13]([C:15]([C:34]1[CH:39]=[CH:38][C:37]([C:40]#[C:41][C:42]2(O)[CH2:48][CH2:47][CH2:46][CH2:45][CH2:44][CH2:43]2)=[C:36]([CH3:50])[CH:35]=1)([C:18]1[CH:23]=[CH:22][C:21]([B:24]2[O:28][C:27]([CH3:30])([CH3:29])[C:26]([CH3:32])([CH3:31])[O:25]2)=[C:20]([CH3:33])[CH:19]=1)[CH2:16][CH3:17])[CH3:14].N1C=CC=CC=1.[Cl-].[NH4+]>ClCCl>[CH2:13]([C:15]([C:18]1[CH:23]=[CH:22][C:21]([B:24]2[O:25][C:26]([CH3:32])([CH3:31])[C:27]([CH3:29])([CH3:30])[O:28]2)=[C:20]([CH3:33])[CH:19]=1)([C:34]1[CH:39]=[CH:38][C:37]([C:40]#[C:41][C:42]2([O:5][Si:2]([CH3:4])([CH3:3])[CH3:1])[CH2:48][CH2:47][CH2:46][CH2:45][CH2:44][CH2:43]2)=[C:36]([CH3:50])[CH:35]=1)[CH2:16][CH3:17])[CH3:14] |f:3.4|. Procedure details: Trifluoromethanesulfonic acid trimethylsilyl ester (0.37 mL, 2.04 mmol) was added to a solution of the mixture containing 1-(4-{1-ethyl-1-[3-methyl-4-(4,4,5,5-tetramethyl-[1,3,2]dioxaborolan-2-yl)-phenyl]-propyl}-2-methyl-phenylethynyl)-cycloheptanol (529 mg) and pyridine (0.42 mL, 5.19 mmol) in dichloromethane (4.0 mL) at 0° C., and the mixture was stirred at the same temperature for 90 minutes. An ammonium chloride solution was added to the reaction mixture, followed by extraction with ethyl a... The reactants are C(C)(=O)NCC1=CC=C(C=C1)CCC(=O)OC (Methyl 3-(4-acetylaminomethylphenyl)propionate), S(=O)(=O)(Cl)Cl (sulfuryl chloride), [Cl-].[Al+3].[Cl-].[Cl-] (aluminum chloride). The product is ClC1=C(C=CC(=C1)CNC(C)=O)CCC(=O)OC (Methyl 3-(2-chloro-4-acetylaminomethylphenyl)-propionate). RXN SMILES: [C:1]([NH:4][CH2:5][C:6]1[CH:11]=[CH:10][C:9]([CH2:12][CH2:13][C:14]([O:16][CH3:17])=[O:15])=[CH:8][CH:7]=1)(=[O:3])[CH3:2].S(Cl)([Cl:21])(=O)=O.[Cl-].[Al+3].[Cl-].[Cl-]>>[Cl:21][C:10]1[CH:11]=[C:6]([CH2:5][NH:4][C:1](=[O:3])[CH3:2])[CH:7]=[CH:8][C:9]=1[CH2:12][CH2:13][C:14]([O:16][CH3:17])=[O:15] |f:2.3.4.5|. Procedure details: Methyl 3-(4-acetylaminomethylphenyl)propionate (5.00 g, 21.25 mmol) was added to a sulfuryl chloride (85 ml) solution of anhydrous aluminum chloride (14.2 g, 106 mmol) at -25° C. Thereafter, the temperature of the mixture was gradually elevated to 5° C., at which temperature the mixture was subjected to reaction under agitation for 24 hours.